From a dataset of the Open Reaction Database (ORD), a public repository of structured organic reaction records. describe an organic reaction: reactants, conditions, products, and yield Starting materials: C(C1=CC=CC=C1)=O (benzaldehyde), COC=1C(=CC=CC1)N (o-anisidine), C1(=CCCCC1)O[Si](C)(C)C (1-cyclohexenyloxytrimethylsilane). Reagents/catalysts: [Sc] (scandium). Solvent: O (Water). Product: C1(=CC=CC=C1)C(C1C(CCCC1)=O)NC1=C(C=CC=C1)OC (2-(phenyl-N-(2-methoxyphenyl)aminomethyl)cyclohexanone). Yield: 92.0%. RXN SMILES: [CH:1](=O)[C:2]1[CH:7]=[CH:6][CH:5]=[CH:4][CH:3]=1.[CH3:9][O:10][C:11]1[C:12]([NH2:17])=[CH:13][CH:14]=[CH:15][CH:16]=1.[C:18]1([O:24][Si](C)(C)C)[CH2:23][CH2:22][CH2:21][CH2:20][CH:19]=1>[Sc].O>[C:2]1([CH:1]([NH:17][C:12]2[CH:13]=[CH:14][CH:15]=[CH:16][C:11]=2[O:10][CH3:9])[CH:19]2[CH2:20][CH2:21][CH2:22][CH2:23][C:18]2=[O:24])[CH:7]=[CH:6][CH:5]=[CH:4][CH:3]=1. Procedure: Water (0.25 ml) was added to the silica gel supporting scandium produced in Example 1 (75 mg), and while stirring, benzaldehyde (0.125 mmol) and o-anisidine (0.125 mmol) and 1-cyclohexenyloxytrimethylsilane (0.25 mmol) were continuously added. The mixture was stirred at room temperature for 24 hours. The mixture was extracted four times by a decantation method using a mixture of ethyl acetate-hexane (1:1), the solvent was distilled off under reduced pressure, and then the residue was purified by... The reactants are C1CCOC1, N#Cc1ccc(B(O)O)cc1F, [K+], [K+], O=C([O-])[O-], O=C(C=Cc1ccccc1)C=Cc1ccccc1, O=C(C=Cc1ccccc1)C=Cc1ccccc1, O=C(C=Cc1ccccc1)C=Cc1ccccc1, O, [Pd], [Pd], N#Cc1ccc(-c2cn(S(=O)(=O)c3ccccc3)c3cc([N+](=O)[O-])ccc23)cc1F, O=[N+]([O-])c1ccc2c(Br)cn(S(=O)(=O)c3ccccc3)c2c1. Yields the product N#Cc1ccc(-c2c[nH]c3cc([N+](=O)[O-])ccc23)cc1F. Reaction SMILES: [CH2:128]1[O:129][CH2:130][CH2:131][CH2:132]1.[F:53][c:54]1[cH:55][c:56]([B:57]([OH:58])[OH:59])[cH:60][cH:61][c:62]1[C:63]#[N:64].[K+:65].[K+:66].[O-:67][C:68]([O-:69])=[O:70].[O:109]=[C:110]([CH:111]=[CH:112][c:113]1[cH:114][cH:115][cH:116][cH:117][cH:118]1)[CH:119]=[CH:120][c:121]1[cH:122][cH:123][cH:124][cH:125][cH:126]1.[O:73]=[C:74]([CH:75]=[CH:76][c:77]1[cH:78][cH:79][cH:80][cH:81][cH:82]1)[CH:83]=[CH:84][c:85]1[cH:86][cH:87][cH:88][cH:89][cH:90]1.[O:91]=[C:92]([CH:93]=[CH:94][c:95]1[cH:96][cH:97][cH:98][cH:99][cH:100]1)[CH:101]=[CH:102][c:103]1[cH:104][cH:105][cH:106][cH:107][cH:108]1.[OH2:127].[Pd:71].[Pd:72].[c:1]1([S:2](=[O:3])(=[O:4])[n:10]2[cH:11][c:12](-[c:22]3[cH:23][c:24]([F:30])[c:25]([C:26]#[N:27])[cH:28][cH:29]3)[c:13]3[cH:14][cH:15][c:16]([N+:19](=[O:20])[O-:21])[cH:17][c:18]23)[cH:5][cH:6][cH:7][cH:8][cH:9]1.[c:31]1([S:32]([n:33]2[c:34]3[c:35]([cH:36][cH:37][c:38]([N+:39]([O-:40])=[O:41])[cH:42]3)[c:43]([Br:44])[cH:45]2)(=[O:46])=[O:47])[cH:48][cH:49][cH:50][cH:51][cH:52]1>>[nH:10]1[cH:11][c:12](-[c:22]2[cH:23][c:24]([F:30])[c:25]([C:26]#[N:27])[cH:28][cH:29]2)[c:13]2[cH:14][cH:15][c:16]([N+:19](=[O:20])[O-:21])[cH:17][c:18]12.